Dataset: the Open Reaction Database (ORD), a public repository of structured organic reaction records. Task: describe an organic reaction: reactants, conditions, products, and yield Starting materials: C(C)(C)(C)OC(=O)N1CC=2C3=C(NC2CC1)N=CC=C3Cl (4-Chloro-5,7,8,9-tetrahydro-dipyrido[2,3-b;3′,4′-d]pyrrole-6-carboxylic acid tert-butyl ester), [OH-].[K+] (KOH), COC1=CC=C(C=C1)N (p-anisidine), CC(C)C1=CC(=C(C(=C1)C(C)C)C2=C(C=CC=C2)P(C3CCCCC3)C4CCCCC4)C(C)C (X-Phos). The reagents and catalysts are CC(=O)[O-].CC(=O)[O-].[Pd+2] (Pd(OAc)2). Run in C(C)(C)(CC)O (tert-amyl alcohol). Conditions: temperature 95 celsius, time 8 hour. Product: COC1=CC=C(C=C1)NC1=CC=NC=2NC3=C(C21)CNCC3 ((4-Methoxy-phenyl)-(6,7,8,9-tetrahydro-5H-dipyrido[2,3-b;3′,4′-d]pyrrol-4-yl)-amine). The yield is 3.2%. RXN SMILES: C(OC([N:8]1[CH2:16][CH2:15][C:14]2[NH:13][C:12]3[N:17]=[CH:18][CH:19]=[C:20](Cl)[C:11]=3[C:10]=2[CH2:9]1)=O)(C)(C)C.[CH3:22][O:23][C:24]1[CH:29]=[CH:28][C:27]([NH2:30])=[CH:26][CH:25]=1.CC(C1C=C(C(C)C)C(C2C=CC=CC=2P(C2CCCCC2)C2CCCCC2)=C(C(C)C)C=1)C.[OH-].[K+]>C(O)(CC)(C)C.CC([O-])=O.CC([O-])=O.[Pd+2]>[CH3:22][O:23][C:24]1[CH:29]=[CH:28][C:27]([NH:30][C:20]2[C:11]3[C:10]4[CH2:9][NH:8][CH2:16][CH2:15][C:14]=4[NH:13][C:12]=3[N:17]=[CH:18][CH:19]=2)=[CH:26][CH:25]=1 |f:3.4,6.7.8|. Reported procedure: 4-Chloro-5,7,8,9-tetrahydro-dipyrido[2,3-b;3′,4′-d]pyrrole-6-carboxylic acid tert-butyl ester (100 mg, 0.32 mmol), p-anisidine (80 mg, 0.65 mmol), Pd(OAc)2 (3 mg, 0.01 mmol), X-Phos (12 mg, 0.03 mmol), and KOH (55 mg, 0.97 mmol) were suspended in tert-amyl alcohol (2 mL), and stirred overnight at 95° C. The crude product was purified directly via prep-LC-MS to provide 47 (3 mg, 3% yield) as a tan solid. LC-MS (M+H=295, obsd.=295). Reactants: CS(=O)(=O)CCCN1CCNCC1, CCOc1cc(S(=O)(=O)N2CCCC2)ccc1C1=NC(C)(c2ccc(Cl)cc2)C(C)(c2ccc(Cl)cc2)N1C(=O)Cl, Cl, Cl. The product is CCOc1cc(S(=O)(=O)N2CCCC2)ccc1C1=NC(C)(c2ccc(Cl)cc2)C(C)(c2ccc(Cl)cc2)N1C(=O)N1CCN(CCCS(C)(=O)=O)CC1. RXN SMILES: [CH3:44][S:45](=[O:46])(=[O:47])[CH2:48][CH2:49][CH2:50][N:51]1[CH2:52][CH2:53][NH:54][CH2:55][CH2:56]1.[Cl:1][c:2]1[cH:3][cH:4][c:5]([C:8]2([CH3:41])[N:9]=[C:10]([c:24]3[c:25]([O:38][CH2:39][CH3:40])[cH:26][c:27]([S:30](=[O:31])(=[O:32])[N:33]4[CH2:34][CH2:35][CH2:36][CH2:37]4)[cH:28][cH:29]3)[N:11]([C:21](=[O:22])[Cl:23])[C:12]2([CH3:13])[c:14]2[cH:15][cH:16][c:17]([Cl:20])[cH:18][cH:19]2)[cH:6][cH:7]1.[ClH:42].[ClH:43]>>[Cl:1][c:2]1[cH:3][cH:4][c:5]([C:8]2([CH3:41])[N:9]=[C:10]([c:24]3[c:25]([O:38][CH2:39][CH3:40])[cH:26][c:27]([S:30](=[O:31])(=[O:32])[N:33]4[CH2:34][CH2:35][CH2:36][CH2:37]4)[cH:28][cH:29]3)[N:11]([C:21](=[O:22])[N:54]3[CH2:53][CH2:52][N:51]([CH2:50][CH2:49][CH2:48][S:45]([CH3:44])(=[O:46])=[O:47])[CH2:56][CH2:55]3)[C:12]2([CH3:13])[c:14]2[cH:15][cH:16][c:17]([Cl:20])[cH:18][cH:19]2)[cH:6][cH:7]1. Yields the product O=C(NC1CCN(CCCOc2ccc3c4c(c(=O)oc3c2)CCCC4)CC1)c1ccccc1O. Reactants: CC(=O)Oc1ccccc1C(=O)NC1CCN(CCCOc2ccc3c4c(c(=O)oc3c2)CCCC4)CC1, Cl, C1COCCO1. As a reaction SMILES: [C:1](=[O:2])([CH3:3])[O:4][c:5]1[c:6]([C:7](=[O:8])[NH:9][CH:10]2[CH2:11][CH2:12][N:13]([CH2:16][CH2:17][CH2:18][O:19][c:20]3[cH:21][cH:22][c:23]4[c:24]([o:25][c:26](=[O:33])[c:27]5[c:28]4[CH2:29][CH2:30][CH2:31][CH2:32]5)[cH:34]3)[CH2:14][CH2:15]2)[cH:35][cH:36][cH:37][cH:38]1.[ClH:39].[O:40]1[CH2:41][CH2:42][O:43][CH2:44][CH2:45]1>>[OH:4][c:5]1[c:6]([C:7](=[O:8])[NH:9][CH:10]2[CH2:11][CH2:12][N:13]([CH2:16][CH2:17][CH2:18][O:19][c:20]3[cH:21][cH:22][c:23]4[c:24]([o:25][c:26](=[O:33])[c:27]5[c:28]4[CH2:29][CH2:30][CH2:31][CH2:32]5)[cH:34]3)[CH2:14][CH2:15]2)[cH:35][cH:36][cH:37][cH:38]1.